Dataset: the Open Reaction Database (ORD), a public repository of structured organic reaction records. Task: describe an organic reaction: reactants, conditions, products, and yield Starting materials: CN(C)CC1=CC=2CN(CCC2O1)C(C1=CC=C(C=C1)C(C1=C(C=C(C=C1)Cl)Cl)=O)=O (N,N-Dimethyl-[5-[4-(2,4-dichlorobenzoyl)benzoyl]-4,5,6,7-tetrahydrofuro[3,2-c]pyridin-2-ylmethyl]amine), Cl (hydrogen chloride). The solvent is CO (methanol), C(C)(=O)OCC (ethyl acetate). Product: Cl.CN(C)CC1=CC=2CN(CCC2O1)C(C1=CC=C(C=C1)C(C1=C(C=C(C=C1)Cl)Cl)=O)=O (N,N-dimethyl-[5-[4-(2,4-dichlorobenzoyl)benzoyl]-4,5,6,7-tetrahydrofuro[3,2-c]pyridin-2-ylmethyl]amine hydrochloride). RXN SMILES: [CH3:1][N:2]([CH2:4][C:5]1[O:13][C:12]2[CH2:11][CH2:10][N:9]([C:14](=[O:31])[C:15]3[CH:20]=[CH:19][C:18]([C:21](=[O:30])[C:22]4[CH:27]=[CH:26][C:25]([Cl:28])=[CH:24][C:23]=4[Cl:29])=[CH:17][CH:16]=3)[CH2:8][C:7]=2[CH:6]=1)[CH3:3].Cl>CO.C(OCC)(=O)C>[ClH:28].[CH3:3][N:2]([CH2:4][C:5]1[O:13][C:12]2[CH2:11][CH2:10][N:9]([C:14](=[O:31])[C:15]3[CH:16]=[CH:17][C:18]([C:21](=[O:30])[C:22]4[CH:27]=[CH:26][C:25]([Cl:28])=[CH:24][C:23]=4[Cl:29])=[CH:19][CH:20]=3)[CH2:8][C:7]=2[CH:6]=1)[CH3:1] |f:4.5|. Procedure details: N,N-Dimethyl-[5-[4-(2,4-dichlorobenzoyl)benzoyl]-4,5,6,7-tetrahydrofuro[3,2-c]pyridin-2-ylmethyl]amine 0.252 g was dissolved in 2 ml of methanol; hydrogen chloride in ethyl acetate was added in excess, followed by stirring. This was concentrated; the resulting solid was washed with diethyl ether to yield the desired product. Starting materials: CCc1ccc2oc(=O)cc(NC3CCNCC3)c2c1, Cc1ccc(C=O)cc1C. Product: CCc1ccc2oc(=O)cc(NC3CCN(Cc4ccc(C)c(C)c4)CC3)c2c1. RXN SMILES: [CH2:1]([CH3:2])[c:3]1[cH:4][c:5]2[c:6]([NH:14][CH:15]3[CH2:16][CH2:17][NH:18][CH2:19][CH2:20]3)[cH:7][c:8](=[O:13])[o:9][c:10]2[cH:11][cH:12]1.[CH3:21][c:22]1[cH:23][c:24]([CH:25]=[O:26])[cH:27][cH:28][c:29]1[CH3:30]>>[CH2:1]([CH3:2])[c:3]1[cH:4][c:5]2[c:6]([NH:14][CH:15]3[CH2:16][CH2:17][N:18]([CH2:25][c:24]4[cH:23][c:22]([CH3:21])[c:29]([CH3:30])[cH:28][cH:27]4)[CH2:19][CH2:20]3)[cH:7][c:8](=[O:13])[o:9][c:10]2[cH:11][cH:12]1. Starting materials: CCCCCCCCCCCCOC(=O)C(C)N(C)C (DDAIP), CN(C(C(=O)OCCCCCCCCCCCC)C)C (dodecyl 2-(dimethylamino)propanoate), CS(=O)(=O)O (methane sulfonic acid). Solvent: C(C)(=O)OCC (ethyl acetate). Conditions: time 48 hour. The product is CS(=O)(=O)O.CN(C(C(=O)OCCCCCCCCCCCC)C)C (dodecyl 2-(dimethylamino)propanoate methane sulfonate salt). The yield is 97.3%. Reaction SMILES: [CH3:1][CH2:2][CH2:3][CH2:4][CH2:5][CH2:6][CH2:7][CH2:8][CH2:9][CH2:10][CH2:11][CH2:12][O:13][C:14]([CH:16]([N:18]([CH3:20])[CH3:19])[CH3:17])=[O:15].[CH3:21][S:22]([OH:25])(=[O:24])=[O:23]>C(OCC)(=O)C>[CH3:21][S:22]([OH:25])(=[O:24])=[O:23].[CH3:19][N:18]([CH3:20])[CH:16]([CH3:17])[C:14]([O:13][CH2:12][CH2:11][CH2:10][CH2:9][CH2:8][CH2:7][CH2:6][CH2:5][CH2:4][CH2:3][CH2:2][CH3:1])=[O:15] |f:3.4|. Procedure details: A stirred solution of DDAIP base 4 (85 g, 298 mmol) in ethyl acetate (500 mL) was cooled to 0° C., then methane sulfonic acid 18 (28.6 g, 298 mmol) was added in one lot. After addition, the temperature of the reaction mixture was slowly raised to RT and stirred at RT for 48 h; the reaction mixture was monitored by TLC. The reaction mixture was concentrated under vacuum. The obtained residue was taken in n-hexane (30 mL) and stirred at RT for ½ h (No solid). The reaction mixture was concentrated ... Reactants: CN, CC(O)CC=Cc1cncc(OC(C)C)c1, Cc1ccc(S(=O)(=O)O)cc1. Product: CNC(C)CC=Cc1cncc(OC(C)C)c1. Reaction SMILES: [CH3:28][NH2:29].[CH:12]([CH3:13])([CH3:14])[O:15][c:16]1[cH:17][c:18]([CH:22]=[CH:23][CH2:24][CH:25]([CH3:26])[OH:27])[cH:19][n:20][cH:21]1.[c:1]1([CH3:2])[cH:3][cH:4][c:5]([S:6]([OH:7])(=[O:8])=[O:9])[cH:10][cH:11]1>>[CH:12]([CH3:13])([CH3:14])[O:15][c:16]1[cH:17][c:18]([CH:22]=[CH:23][CH2:24][CH:25]([CH3:26])[NH:29][CH3:28])[cH:19][n:20][cH:21]1. Reactants: COC(=O)C=1C2=C(C(=NC1)Cl)C=CN2C (4-chloro-1-methyl-1H-pyrrolo[3,2-c]pyridine-7-carboxylic acid methyl ester), [OH-].[Na+] (sodium hydroxide). Run in CO (methanol). The product is ClC1=NC=C(C2=C1C=CN2C)C(=O)O (4-Chloro-1-methyl-1H-pyrrolo[3,2-c]pyridine-7-carboxylic acid). Yield: 98.1%. As a reaction SMILES: C[O:2][C:3]([C:5]1[C:6]2[N:14]([CH3:15])[CH:13]=[CH:12][C:7]=2[C:8]([Cl:11])=[N:9][CH:10]=1)=[O:4].[OH-].[Na+]>CO>[Cl:11][C:8]1[C:7]2[CH:12]=[CH:13][N:14]([CH3:15])[C:6]=2[C:5]([C:3]([OH:4])=[O:2])=[CH:10][N:9]=1 |f:1.2|. Procedure details: To a solution of 4-chloro-1-methyl-1H-pyrrolo[3,2-c]pyridine-7-carboxylic acid methyl ester (0.5 g), in methanol (20 ml) was added aqueous 2M sodium hydroxide solution (2 ml) and the mixture was heated to reflux for 4 hours. The methanol was evaporated and the residue was dissolved in water (50 ml) and acidified to pH 1 using aqueous 2M hydrochloric acid. Solid sodium chloride was added to saturated the aqueous phase, the solution was extracted with tetrahydrofuran (2×50 ml). The tetrahydrofuran... Starting materials: ClC1=CC=C(CN2C[C@H](CC2)NC(CNC(C2=CC(=CC=C2)C(F)(F)F)=O)=O)C=C1 ((S)-1-(4-chlorobenzyl)-3-[N-{3-(trifluoromethyl)benzoyl}glycyl]aminopyrrolidine). The reagents and catalysts are [OH-].[OH-].[Pd+2] (Pd(OH)2). Run in C(=O)O.CO (HCO2H methanol). Run at temperature 60 celsius, time 3 hour. Product: FC(C=1C=C(C(=O)NCC(=O)N[C@@H]2CNCC2)C=CC1)(F)F ((S)-3-[N-{3-(trifluoromethyl)benzoyl}glycyl]aminopyrrolidine). Yield: 81.0%. Reaction SMILES: ClC1C=CC(C[N:7]2[CH2:11][CH2:10][C@H:9]([NH:12][C:13](=[O:28])[CH2:14][NH:15][C:16](=[O:27])[C:17]3[CH:22]=[CH:21][CH:20]=[C:19]([C:23]([F:26])([F:25])[F:24])[CH:18]=3)[CH2:8]2)=CC=1>C(O)=O.CO.[OH-].[OH-].[Pd+2]>[F:26][C:23]([F:24])([F:25])[C:19]1[CH:18]=[C:17]([CH:22]=[CH:21][CH:20]=1)[C:16]([NH:15][CH2:14][C:13]([NH:12][C@H:9]1[CH2:10][CH2:11][NH:7][CH2:8]1)=[O:28])=[O:27] |f:1.2,3.4.5|. Procedure details: A suspension of (S)-1-(4-chlorobenzyl)-3-[N-{3-(trifluoromethyl)benzoyl}glycyl]aminopyrrolidine (2.93 g, 6.66 mmol) and Pd(OH)2 in 5% HCO2H/methanol (70 mL) was stirred at 60° C. for 3 h. The Pd catalyst was filtered off through Celite, and the filtrate was concentrated. To the residue was added 2N aqueous NaOH solution (100 mL) and the mixture was extracted with ethyl acetate (100 mL×3). The combined extracts were washed with brine, dried over anhydrous sodium sulfate, filtered, and concentrate...